Dataset: the Open Reaction Database (ORD), a public repository of structured organic reaction records. Task: describe an organic reaction: reactants, conditions, products, and yield Reactants: BrC1=C(C=CC(=C1)Cl)CO ((2-bromo-4-chloro-phenyl)-methanol), C(C)(C)N(CC)C(C)C (diisopropylethylamine), CS(=O)C (dimethyl sulfoxide), N1=CC=CC=C1.S(=O)(=O)=O (sulfur trioxide-pyridine). The solvent is ClCCl (dichloromethane), ClCCl (dichloromethane). Conditions: temperature 0 celsius, time 15 minute. The product is BrC1=C(C=O)C=CC(=C1)Cl (2-Bromo-4-chloro-benzaldehyde), white solid. Isolated yield 81.0%. RXN SMILES: [Br:1][C:2]1[CH:7]=[C:6]([Cl:8])[CH:5]=[CH:4][C:3]=1[CH2:9][OH:10].C(N(C(C)C)CC)(C)C.CS(C)=O.N1C=CC=CC=1.S(=O)(=O)=O>ClCCl>[Br:1][C:2]1[CH:7]=[C:6]([Cl:8])[CH:5]=[CH:4][C:3]=1[CH:9]=[O:10] |f:3.4|. Procedure: To a 0° C. solution of (2-bromo-4-chloro-phenyl)-methanol (5.57 g, 0.025 mol), dichloromethane (250 mL), diisopropylethylamine (22 mL, 0.126 mol), and dimethyl sulfoxide (15 mL, 0.211 mol) was added sulfur trioxide-pyridine (12.0 g, 0.075 mol), in portions, over 15 minutes. The resulting solution was stirred at 0° C. for 45 minutes. The reaction mixture was diluted with 250 mL dichloromethane, then washed with saturated aqueous NaHCO3 (500 mL). The organic phase was washed with saturated aqueous...